This data is from the Open Reaction Database (ORD), a public repository of structured organic reaction records. The task is: describe an organic reaction: reactants, conditions, products, and yield The solvent is C(C)(=O)OCC (Ethyl acetate), CN(C)C=O (DMF). The reagents and catalysts are [Cu](I)I (copper iodide). Conditions: temperature 110 celsius, time 24 hour. Product: N=1NC(=CC1)C=1C=C(C=CC1)N1N=CC=2C1=NC=NC2N (1-[3-(2H-Pyrazol-3-yl)-phenyl]-1H-pyrazolo[3,4-d]pyrimidin-4-ylamine). Yield: 0.0%. The reactants are BrC=1C=C(C=CC1)C1=CC=NN1 (5-(3-bromo-phenyl)-1H-pyrazole), C1(C(CCCC1)N)N (cyclohexane-1,2-diamine), N1N=CC=2C1=NC=NC2N (1H-Pyrazolo[3,4-d]pyrimidin-4-ylamine), P(=O)([O-])([O-])[O-].[K+].[K+].[K+] (potassium phosphate). RXN SMILES: Br[C:2]1[CH:3]=[C:4]([C:8]2[NH:12][N:11]=[CH:10][CH:9]=2)[CH:5]=[CH:6][CH:7]=1.C1(N)CCCCC1N.[NH:21]1[C:25]2=[N:26][CH:27]=[N:28][C:29]([NH2:30])=[C:24]2[CH:23]=[N:22]1.P([O-])([O-])([O-])=O.[K+].[K+].[K+]>CN(C=O)C.[Cu](I)I.C(OCC)(=O)C>[N:11]1[NH:12][C:8]([C:4]2[CH:3]=[C:2]([N:21]3[C:25]4=[N:26][CH:27]=[N:28][C:29]([NH2:30])=[C:24]4[CH:23]=[N:22]3)[CH:7]=[CH:6][CH:5]=2)=[CH:9][CH:10]=1 |f:3.4.5.6|. Reported procedure: 5-(3-bromo-phenyl)-1H-pyrazole (0.3 g, 1.0 eq, 1.34 mmol) and cyclohexane-1,2-diamine (0.03 g, 0.2 eq, 0.27 mmol) were added to a pre-stirred mixture of 1H-Pyrazolo[3,4-d]pyrimidin-4-ylamine (0.22 g, 1.2 eq, 1.62 mmol), copper iodide (0.013 g, 0.5 eq, 0.68 mmol) and potassium phosphate (0.6 g, 2.1 eq, 2.84 mmol) in DMF (8 ml) under an inert atmosphere. The reaction mixture was then stirred at 110° C. for 24 hours, and allowed to cool to room temperature. Ethyl acetate (8 ml) was then added to th... Starting materials: OC1=C(N(S(C2=C1C=CC=C2)(=O)=O)C)C2=NN=C(O2)C (4-hydroxy-2-methyl-3-(2-methyl-1,3,4-oxadiazol-5-yl)-1,2-benzothiazine 1,1-dioxide), C(C1=CC=CC=C1)(=O)Cl (benzoyl chloride). The solvent is ClCCl (dichloromethane), N1=CC=CC=C1 (pyridine). Reaction conditions: time 1 hour. Yields the product C(C1=CC=CC=C1)(=O)OC1=C(N(S(C2=C1C=CC=C2)(=O)=O)C)C2=NN=C(O2)C (4-Benzoyloxy-2-methyl-3-(2-methyl-1,3,4-oxadiazol-5-yl)-1,2-benzothiazine 1,1-Dioxide). The yield is 74.0%. Reaction SMILES: [OH:1][C:2]1[C:7]2[CH:8]=[CH:9][CH:10]=[CH:11][C:6]=2[S:5](=[O:13])(=[O:12])[N:4]([CH3:14])[C:3]=1[C:15]1[O:19][C:18]([CH3:20])=[N:17][N:16]=1.[C:21](Cl)(=[O:28])[C:22]1[CH:27]=[CH:26][CH:25]=[CH:24][CH:23]=1>N1C=CC=CC=1.ClCCl>[C:21]([O:1][C:2]1[C:7]2[CH:8]=[CH:9][CH:10]=[CH:11][C:6]=2[S:5](=[O:12])(=[O:13])[N:4]([CH3:14])[C:3]=1[C:15]1[O:19][C:18]([CH3:20])=[N:17][N:16]=1)(=[O:28])[C:22]1[CH:27]=[CH:26][CH:25]=[CH:24][CH:23]=1. Procedure: To a solution of 4-hydroxy-2-methyl-3-(2-methyl-1,3,4-oxadiazol-5-yl)-1,2-benzothiazine 1,1-dioxide, (0.155 g) in pyridine (0.5 ml) was added benzoyl chloride (0.63 ml) at 5°-10° C. After being stirred at room temperature for 1 hour, the mixture was diluted with dichloromethane, washed successively with dilute HCl, water and dilute sodium bicarbonate solution and dried over sodium sulfate to give, on concentration, crude solids 0.213 g. Recrystallization from toluene gave the title compound 0.15... Isolated yield 66.2%. Reactants: FC1=C(C=C(C=C1)C)NC1=C(C=NC=2N1N=CC2C(=O)O)C(=O)N2CCC1(CC2)COC2=C1C=CC=C2 (7-(2-Fluoro-5-methylphenylamino)-6-(2H-spiro[benzofuran-3,4′-piperidine]-1′-ylcarbonyl)pyrazolo[1,5-a]pyrimidine-3-carboxylic acid), C1(CC1)S(=O)(=O)N (cyclopropanesulfonamide). As a reaction SMILES: [F:1][C:2]1[CH:7]=[CH:6][C:5]([CH3:8])=[CH:4][C:3]=1[NH:9][C:10]1[N:15]2[N:16]=[CH:17][C:18]([C:19](O)=[O:20])=[C:14]2[N:13]=[CH:12][C:11]=1[C:22]([N:24]1[CH2:29][CH2:28][C:27]2([C:33]3[CH:34]=[CH:35][CH:36]=[CH:37][C:32]=3[O:31][CH2:30]2)[CH2:26][CH2:25]1)=[O:23].[CH:38]1([S:41]([NH2:44])(=[O:43])=[O:42])[CH2:40][CH2:39]1>>[F:1][C:2]1[CH:7]=[CH:6][C:5]([CH3:8])=[CH:4][C:3]=1[NH:9][C:10]1[N:15]2[N:16]=[CH:17][C:18]([C:19]([NH:44][S:41]([CH:38]3[CH2:40][CH2:39]3)(=[O:43])=[O:42])=[O:20])=[C:14]2[N:13]=[CH:12][C:11]=1[C:22]([N:24]1[CH2:29][CH2:28][C:27]2([C:33]3[CH:34]=[CH:35][CH:36]=[CH:37][C:32]=3[O:31][CH2:30]2)[CH2:26][CH2:25]1)=[O:23]. Reported procedure: In the same manner as in Example 1, step 6 and using 7-(2-fluoro-5-methylphenylamino)-6-(2H-spiro[benzofuran-3,4′-piperidine]-1′-ylcarbonyl)pyrazolo[1,5-a]pyrimidine-3-carboxylic acid (0.095 g, 0.19 mmol) obtained in step 4 and cyclopropanesulfonamide (0.12 g, 0.95 mmol), the title compound (0.076 g, 66%) was obtained. The product is FC1=C(C=C(C=C1)C)NC1=C(C=NC=2N1N=CC2C(=O)NS(=O)(=O)C2CC2)C(=O)N2CCC1(CC2)COC2=C1C=CC=C2 (N-[7-(2-Fluoro-5-methylphenylamino)-6-(2H-spiro[benzofuran-3,4′-piperidine]-1′-ylcarbonyl)pyrazolo[1,5-a]pyrimidine-3-carbonyl]cyclopropanesulfonamide).